Dataset: the Open Reaction Database (ORD), a public repository of structured organic reaction records. Task: describe an organic reaction: reactants, conditions, products, and yield Reactants: C12(CC3CC(CC(C1)C3)C2)C2=C(C=C3C=CC(=CC3=C2)C2=CC=C(C(=O)OC)C=C2)O (methyl 4-[7-(1-adamantyl)-6-hydroxy-2-naphthyl]benzoate), BrCCCCCC(=O)N (6-bromohexanamide). Yields the product C12(CC3CC(CC(C1)C3)C2)C2=C(C=C3C=CC(=CC3=C2)C2=CC=C(C(=O)O)C=C2)OCCCCCC(N)=O (4-[7-(1-adamantyl)-6-carbamoylpentyloxy-2-naphthyl]benzoic acid). The yield is 65.6%. RXN SMILES: [C:1]12([C:11]3[CH:20]=[C:19]4[C:14]([CH:15]=[CH:16][C:17]([C:21]5[CH:30]=[CH:29][C:24]([C:25]([O:27]C)=[O:26])=[CH:23][CH:22]=5)=[CH:18]4)=[CH:13][C:12]=3[OH:31])[CH2:10][CH:5]3[CH2:6][CH:7]([CH2:9][CH:3]([CH2:4]3)[CH2:2]1)[CH2:8]2.Br[CH2:33][CH2:34][CH2:35][CH2:36][CH2:37][C:38]([NH2:40])=[O:39]>>[C:1]12([C:11]3[CH:20]=[C:19]4[C:14]([CH:15]=[CH:16][C:17]([C:21]5[CH:22]=[CH:23][C:24]([C:25]([OH:27])=[O:26])=[CH:29][CH:30]=5)=[CH:18]4)=[CH:13][C:12]=3[O:31][CH2:33][CH2:34][CH2:35][CH2:36][CH2:37][C:38](=[O:39])[NH2:40])[CH2:2][CH:3]3[CH2:4][CH:5]([CH2:6][CH:7]([CH2:9]3)[CH2:8]1)[CH2:10]2. Reported procedure: Following the procedure of Example 12(a), but reacting 640 mg (1.55 mmol) of methyl 4-[7-(1-adamantyl)-6-hydroxy-2-naphthyl]benzoate with 450 mg (2.32 mmol) of 6-bromohexanamide, 520 mg (65%) of the expected compound were obtained, which compound had a melting point of 209°-10° C. The reactants are CC#N, O=[N+]([O-])c1ccccc1Cl, NCC(F)F, O. Product: O=[N+]([O-])c1ccccc1NCC(F)F. As a reaction SMILES: [CH3:17][C:18]#[N:19].[Cl:1][c:2]1[c:3]([N+:8](=[O:9])[O-:10])[cH:4][cH:5][cH:6][cH:7]1.[F:11][CH:12]([CH2:13][NH2:14])[F:15].[OH2:16]>>[c:2]1([NH:14][CH2:13][CH:12]([F:11])[F:15])[c:3]([N+:8](=[O:9])[O-:10])[cH:4][cH:5][cH:6][cH:7]1.